The task is: describe an organic reaction: reactants, conditions, products, and yield. This data is from the Open Reaction Database (ORD), a public repository of structured organic reaction records. The reactants are [Cl-].COC[P+](C1=CC=CC=C1)(C1=CC=CC=C1)C1=CC=CC=C1 ((methoxymethyl)triphenylphosphonium chloride), [Li]CCCC (nBuLi), C(C)(C)(C)[Si](O[C@@H]1[C@@H]2CCC[C@@H]([C@]2(CCC1)C)[C@@H](C=O)C)(C)C ((S)-2-[(1R,4aR,5S,8aR)-5-(tert-butyldimethyl-silanyloxy)-8a-methyl-decahydro-naphthalen-1-yl]-propionaldehyde). Solvent: C1CCOC1 (THF), C1CCOC1 (THF). Reaction conditions: time 60 minute. Product: C(C)(C)(C)[Si](O[C@@H]1[C@@H]2CCC[C@@H]([C@]2(CCC1)C)[C@@H](CC=O)C)(C)C ((R)-3-[(1R,4aR,5S,8aR)-5-(tert-butyldimethyl-silanyloxy)-8a-methyl-decahydro-naphthalen-1-yl]-butyraldehyde). As a reaction SMILES: [Cl-].C[O:3]C[P+](C1C=CC=CC=1)(C1C=CC=CC=1)C1C=CC=CC=1.[Li][CH2:25][CH2:26][CH2:27][CH3:28].[C:29]([Si:33]([CH3:51])([CH3:50])[O:34][C@H:35]1[CH2:44][CH2:43][CH2:42][C@@:41]2([CH3:45])[C@H:36]1[CH2:37][CH2:38][CH2:39][C@@H:40]2[C@H](C)C=O)([CH3:32])([CH3:31])[CH3:30]>C1COCC1>[C:29]([Si:33]([CH3:50])([CH3:51])[O:34][C@H:35]1[CH2:44][CH2:43][CH2:42][C@@:41]2([CH3:45])[C@H:36]1[CH2:37][CH2:38][CH2:39][C@@H:40]2[C@H:27]([CH3:28])[CH2:26][CH:25]=[O:3])([CH3:31])([CH3:30])[CH3:32] |f:0.1|. Reported procedure: A suspension of 6.54 g of (methoxymethyl)triphenylphosphonium chloride in 38 ml of abs. THF was cooled to -10° and treated with 11.3 ml of nBuLi (1.5 M, hexane). 15 minutes later, the deep red ylide solution was cooled down to -78° and 3.225 g of (S)-2-[(1R,4aR,5S,8aR)-5-(tert-butyldimethyl-silanyloxy)-8a-methyl-decahydro-naphthalen-1-yl]-propionaldehyde dissolved in 21 ml of abs. THF, were slowly added and the reaction mixture kept for 60 minutes at that temperature. Partition between hexane an... Procedure details: In the manner given in Example 17, 2'-chloro-2-[2-(hydroxymethyl)imidazol-1-yl]benzophenone is treated with phthalimide and triphenylphosphine and finally with diethyl azodicarboxylate to give 2'-chloro-2-[2-(phthalimidomethyl)imidazol-1-yl]benzophenone. Yields the product ClC1=C(C=CC=C1)C(C1=C(C=CC=C1)N1C(=NC=C1)CN1C(C=2C(C1=O)=CC=CC2)=O)=O (2'-chloro-2-[2-(phthalimidomethyl)imidazol-1-yl]benzophenone). As a reaction SMILES: [Cl:1][C:2]1[CH:7]=[CH:6][CH:5]=[CH:4][C:3]=1[C:8](=[O:22])[C:9]1[CH:14]=[CH:13][CH:12]=[CH:11][C:10]=1[N:15]1[CH:19]=[CH:18][N:17]=[C:16]1[CH2:20]O.[C:23]1(=[O:33])[NH:27][C:26](=[O:28])[C:25]2=[CH:29][CH:30]=[CH:31][CH:32]=[C:24]12.C1(P(C2C=CC=CC=2)C2C=CC=CC=2)C=CC=CC=1.N(C(OCC)=O)=NC(OCC)=O>>[Cl:1][C:2]1[CH:7]=[CH:6][CH:5]=[CH:4][C:3]=1[C:8](=[O:22])[C:9]1[CH:14]=[CH:13][CH:12]=[CH:11][C:10]=1[N:15]1[CH:19]=[CH:18][N:17]=[C:16]1[CH2:20][N:27]1[C:26](=[O:28])[C:25]2=[CH:29][CH:30]=[CH:31][CH:32]=[C:24]2[C:23]1=[O:33]. Starting materials: C1(C=2C(C(N1)=O)=CC=CC2)=O (phthalimide), C1(=CC=CC=C1)P(C1=CC=CC=C1)C1=CC=CC=C1 (triphenylphosphine), N(=NC(=O)OCC)C(=O)OCC (diethyl azodicarboxylate), ClC1=C(C=CC=C1)C(C1=C(C=CC=C1)N1C(=NC=C1)CO)=O (2'-chloro-2-[2-(hydroxymethyl)imidazol-1-yl]benzophenone). The reactants are FC(C(=O)OC(C(F)(F)F)=O)(F)F (trifluoroacetic anhydride), CS(=O)C (dimethylsulfoxide), N1(CCOCC1)CC(COC1=C(C=CC=C1)[N+](=O)[O-])O (2-[3-(4-morpholinyl) -2-hydroxy-1-propyloxy]nitrobenzene). Run at temperature -65 celsius, time 30 minute. Product: N1(CCOCC1)CC(COC1=C(C=CC=C1)[N+](=O)[O-])=O (2-[3-(4-morpholinyl) -2 -keto-1-propyloxy]nitrobenzene). The yield is 82.2%. As a reaction SMILES: FC(F)(F)C(OC(=O)C(F)(F)F)=O.CS(C)=O.[N:18]1([CH2:24][CH:25]([OH:37])[CH2:26][O:27][C:28]2[CH:33]=[CH:32][CH:31]=[CH:30][C:29]=2[N+:34]([O-:36])=[O:35])[CH2:23][CH2:22][O:21][CH2:20][CH2:19]1>>[N:18]1([CH2:24][C:25](=[O:37])[CH2:26][O:27][C:28]2[CH:33]=[CH:32][CH:31]=[CH:30][C:29]=2[N+:34]([O-:36])=[O:35])[CH2:23][CH2:22][O:21][CH2:20][CH2:19]1. Procedure: A five liter round bottom flask was charged with 63.8 ml (0.45 mole) of trifluoroacetic anhydride and 400 ml of MDC under nitrogen. The resulting solution was cooled to -65° C. with a dry ice bath, treated with 42.6 g (0.54 mole) of dimethylsulfoxide over a period of 15 minutes,. stirred for 30 minutes, and then treated with a solution of 90 g (0.32 mole) of 2-[3-(4-morpholinyl) -2-hydroxy-1-propyloxy]nitrobenzene in 200 ml of MDC over a 35 minute period. The reaction mixture was stirred for 30 ... The reactants are CC1OCCC1 (2-Methyl-tetrahydrofuran), C(=O)([O-])[O-].[K+].[K+] (K2CO3), CC(C)(C)[PH+](CCCS(=O)(=O)[O-])C(C)(C)C (3-(di-tert-butylphosphonium)propane sulfonate), ClC=1C=C(C=NC1)B(O)O (5-chloropyridin-3-ylboronic acid), BrC1=CC=C2CC3(CCC3)C3(N=C(C(=N3)N)C)C2=C1 (6′-Bromo-5″-methyl-3′H-dispiro[cyclobutane-1,2′-indene-1′,2″-imidazol]-4″-amine). Reagents/catalysts: [Na+].[Na+].Cl[Pd+2](Cl)(Cl)Cl (Sodium tetrachloropalladate). The solvent is C(Cl)Cl (DCM). Reaction conditions: temperature 90 celsius. Product: ClC=1C=C(C=NC1)C1=CC=C2CC3(CCC3)C3(N=C(C(=N3)N)C)C2=C1 (6′-(5-Chloropyridin-3-yl)-5″-methyl-3′H-dispiro[cyclobutane-1,2′-indene-1′,2″-imidazol]-4″-amine). The yield is 76.5%. Reaction SMILES: CC([PH+](C(C)(C)C)CCCS([O-])(=O)=O)(C)C.[Cl:17][C:18]1[CH:19]=[C:20](B(O)O)[CH:21]=[N:22][CH:23]=1.Br[C:28]1[CH:45]=[C:44]2[C:31]([CH2:32][C:33]3([C:37]42[N:41]=[C:40]([NH2:42])[C:39]([CH3:43])=[N:38]4)[CH2:36][CH2:35][CH2:34]3)=[CH:30][CH:29]=1.CC1CCCO1.C([O-])([O-])=O.[K+].[K+]>C(Cl)Cl.[Na+].[Na+].Cl[Pd+2](Cl)(Cl)Cl>[Cl:17][C:18]1[CH:19]=[C:20]([C:28]2[CH:45]=[C:44]3[C:31]([CH2:32][C:33]4([C:37]53[N:41]=[C:40]([NH2:42])[C:39]([CH3:43])=[N:38]5)[CH2:36][CH2:35][CH2:34]4)=[CH:30][CH:29]=2)[CH:21]=[N:22][CH:23]=1 |f:4.5.6,8.9.10|. Reported procedure: Sodium tetrachloropalladate (II) (2.77 mg, 9.43 μmol), 3-(di-tert-butylphosphonium)propane sulfonate (5.06 mg, 0.02 mmol), 5-chloropyridin-3-ylboronic acid (40.6 mg, 0.25 mmol) and 6′-bromo-5″-methyl-3′H-dispiro[cyclobutane-1,2′-indene-1′,2″-imidazol]-4″-amine (Example 54, 60 mg, 0.19 mmol), was added to a vial. 2-Methyl-tetrahydrofuran (1 mL) and 2 M aq. K2CO3 (0.283 mL, 0.57 mmol) was added and the mixture was degassed by bubbling N2 (g). The vial was sealed and heated in a microwave reactor a... Solvent: C1CCOC1 (THF). Yield: 68.6%. Reported procedure: To a solution of 147 mg (0.60 mmol) of amide 139 in 4.0 mL of THF at -78° C. was added 1.31 mL (1.31 mmol) of benzylmagnesium chloride (1.0M in Et2O) and the reaction mixture was allowed to warm to room temperature and stir for 3 h. The reaction was quenched with 5% KHSO4 and extracted into ether. The combined ethereal layers were washed with brine and dried over MgSO4. Flash chromatography (elution with 25% ether in hexane) gave 108 mg of the ketone 140. 1H NMR consistent with structure. Product: C(C1=CC=CC=C1)C(CCC(=O)CCC(CC1=CC=CC=C1)C1=CNC2=CC=CC=C12)C1=CNC2=CC=CC=C12 (Benzyl-3-(3-indolyl)propyl ketone). Run at time 3 hour. The reactants are CN(C(CCCC1=CNC2=CC=CC=C12)=O)OC (N-Methyl-N-Methoxy-4-(3-indolyl)butyramide), C(C1=CC=CC=C1)[Mg]Cl (benzylmagnesium chloride). RXN SMILES: CN(OC)[C:3](=[O:16])[CH2:4][CH2:5][CH2:6][C:7]1[C:15]2[C:10](=[CH:11][CH:12]=[CH:13][CH:14]=2)[NH:9][CH:8]=1.[CH2:19]([Mg]Cl)[C:20]1[CH:25]=[CH:24][CH:23]=[CH:22][CH:21]=1>C1COCC1>[CH2:19]([CH:6]([C:7]1[C:15]2[C:10](=[CH:11][CH:12]=[CH:13][CH:14]=2)[NH:9][CH:8]=1)[CH2:5][CH2:4][C:3]([CH2:4][CH2:5][CH:6]([C:7]1[C:15]2[C:10](=[CH:11][CH:12]=[CH:13][CH:14]=2)[NH:9][CH:8]=1)[CH2:19][C:20]1[CH:25]=[CH:24][CH:23]=[CH:22][CH:21]=1)=[O:16])[C:20]1[CH:25]=[CH:24][CH:23]=[CH:22][CH:21]=1. Reactants: O=CO, CC(C)(C)OC(=O)N1CC2CC1CN2c1ccc(-c2ccccc2)nn1. The product is CN1CC2CC1CN2c1ccc(-c2ccccc2)nn1. As a reaction SMILES: [CH:27]([OH:28])=[O:29].[c:1]1(-[c:7]2[cH:8][cH:9][c:10]([N:13]3[CH:14]4[CH2:15][N:16]([C:20]([O:21][C:22]([CH3:23])([CH3:24])[CH3:25])=[O:26])[CH:17]([CH2:18]3)[CH2:19]4)[n:11][n:12]2)[cH:2][cH:3][cH:4][cH:5][cH:6]1>>[c:1]1(-[c:7]2[cH:8][cH:9][c:10]([N:13]3[CH:14]4[CH2:15][N:16]([CH3:20])[CH:17]([CH2:18]3)[CH2:19]4)[n:11][n:12]2)[cH:2][cH:3][cH:4][cH:5][cH:6]1.